Dataset: the Open Reaction Database (ORD), a public repository of structured organic reaction records. Task: describe an organic reaction: reactants, conditions, products, and yield Reactants: O=C([O-])[O-], Cc1ccccc1, CN(N)C=O, CCOC=C(C(=O)OCC)C(=O)c1cc(I)cc(F)c1F, [Na+], [Na+]. Yields the product CCOC(=O)C(=CNN(C)C=O)C(=O)c1cc(I)cc(F)c1F. Reaction SMILES: [C:27](=[O:28])([O-:29])[O-:30].[CH3:33][c:34]1[cH:35][cH:36][cH:37][cH:38][cH:39]1.[CH:1](=[O:2])[N:3]([NH2:4])[CH3:5].[F:6][c:7]1[c:8]([C:9](=[O:10])[C:11]([C:12](=[O:13])[O:14][CH2:15][CH3:16])=[CH:17][O:18][CH2:19][CH3:20])[cH:21][c:22]([I:26])[cH:23][c:24]1[F:25].[Na+:31].[Na+:32]>>[CH:1](=[O:2])[N:3]([NH:4][CH:17]=[C:11]([C:9]([c:8]1[c:7]([F:6])[c:24]([F:25])[cH:23][c:22]([I:26])[cH:21]1)=[O:10])[C:12](=[O:13])[O:14][CH2:15][CH3:16])[CH3:5]. Reactants: BrC=1C(C2=CC(=CC=C2C1C1=CC(=CC(=C1)F)F)OCCC1CCN(CC1)S(=O)(=O)C)=O (2-Bromo-3-(3,5-difluorophenyl)-6-{2-[1-(methylsulfonyl)piperidin-4-yl]ethoxy}-1H-inden-1-one), O1CCN(CC1)CCOC1=CC=C2C(=C(C(C2=C1)=O)Br)C1=CC=CC=C1 (6-(2-morpholinoethoxy)-2-bromo-3-phenyl-1H-inden-1-one), B(C=1C=CC(=CC1)C)(O)O (p-tolylboronic acid). The product is FC=1C=C(C=C(C1)F)C1=C(C(C2=CC(=CC=C12)OCCC1CCN(CC1)S(=O)(=O)C)=O)C1=CC=C(C=C1)C (3-(3,5-difluorophenyl)-6-{2-[1-(methylsulfonyl)piperidin-4-yl]ethoxy}-2-p-tolyl-1H-inden-1-one). Isolated yield 66.0%. RXN SMILES: Br[C:2]1[C:3](=[O:32])[C:4]2[C:9]([C:10]=1[C:11]1[CH:16]=[C:15]([F:17])[CH:14]=[C:13]([F:18])[CH:12]=1)=[CH:8][CH:7]=[C:6]([O:19][CH2:20][CH2:21][CH:22]1[CH2:27][CH2:26][N:25]([S:28]([CH3:31])(=[O:30])=[O:29])[CH2:24][CH2:23]1)[CH:5]=2.O1CCN(CCO[C:42]2[CH:50]=[C:49]3[C:45]([C:46](C4C=CC=CC=4)=C(Br)C3=O)=[CH:44][CH:43]=2)CC1.B(O)(O)C1C=CC(C)=CC=1>>[F:18][C:13]1[CH:12]=[C:11]([C:10]2[C:9]3[C:4](=[CH:5][C:6]([O:19][CH2:20][CH2:21][CH:22]4[CH2:27][CH2:26][N:25]([S:28]([CH3:31])(=[O:30])=[O:29])[CH2:24][CH2:23]4)=[CH:7][CH:8]=3)[C:3](=[O:32])[C:2]=2[C:42]2[CH:50]=[CH:49][C:45]([CH3:46])=[CH:44][CH:43]=2)[CH:16]=[C:15]([F:17])[CH:14]=1. Procedure: The procedure of Step 7 of Example 1 was repeated except for using 2-bromo-3-(3,5-difluorophenyl)-6-{2-[1-(methylsulfonyl)piperidin-4-yl]ethoxy}-1H-inden-1-one obtained in Step 3 of Example 100 as a starting material instead of 6-(2-morpholinoethoxy)-2-bromo-3-phenyl-1H-inden-1-one, p-tolylboronic acid instead of 3-pyridinylboronic acid, and being purified by silica gel column chromatography (EtOAc/hexanes=2:1) to obtain the title compound (66%). Reactants: FC1=CC=C(C(=O)N2CC3(CC3C2)C2=CC=CC=C2)C=C1 (3-(p-fluorobenzoyl)-1-phenyl-3-azabicyclo[3.1.0]hexane), [H-].COCCO[Al+]OCCOC.[Na+].[H-] (sodium bis(2-methoxyethoxy)aluminum hydride). The product is FC1=CC=C(CN2CC3(CC3C2)C2=CC=CC=C2)C=C1 (3-(p-fluorobenzyl)-1-phenyl-3-azabicyclo[3.1.0]hexane). Reaction SMILES: [F:1][C:2]1[CH:21]=[CH:20][C:5]([C:6]([N:8]2[CH2:13][CH:12]3[C:10]([C:14]4[CH:19]=[CH:18][CH:17]=[CH:16][CH:15]=4)([CH2:11]3)[CH2:9]2)=O)=[CH:4][CH:3]=1.[H-].COCCO[Al+]OCCOC.[Na+].[H-]>>[F:1][C:2]1[CH:21]=[CH:20][C:5]([CH2:6][N:8]2[CH2:13][CH:12]3[C:10]([C:14]4[CH:19]=[CH:18][CH:17]=[CH:16][CH:15]=4)([CH2:11]3)[CH2:9]2)=[CH:4][CH:3]=1 |f:1.2.3.4|. Procedure details: In a similar manner, 3-(p-fluorobenzoyl)-1-phenyl-3-azabicyclo[3.1.0]hexane is reduced by sodium bis(2-methoxyethoxy)aluminum hydride to give 3-(p-fluorobenzyl)-1-phenyl-3-azabicyclo[3.1.0]hexane. Reactants: CCCCCCCCCCCCCCCCCCN1CCCCC1CCO, C1COCCO1, [Na+], [OH-], Cc1ccc(S(=O)(=O)Cl)cc1. Product: CCCCCCCCCCCCCCCCCCN1CCCCC1CCOS(=O)(=O)c1ccc(C)cc1. RXN SMILES: [CH2:1]([CH2:2][CH2:3][CH2:4][CH2:5][CH2:6][CH2:7][CH2:8][CH2:9][CH2:10][CH2:11][CH2:12][CH2:13][CH2:14][CH2:15][CH2:16][CH2:17][CH3:18])[N:19]1[CH:20]([CH2:25][CH2:26][OH:27])[CH2:21][CH2:22][CH2:23][CH2:24]1.[CH2:41]1[O:42][CH2:43][CH2:44][O:45][CH2:46]1.[Na+:40].[OH-:39].[c:28]1([CH3:38])[cH:29][cH:30][c:31]([S:34](=[O:35])(=[O:36])[Cl:37])[cH:32][cH:33]1>>[CH2:1]([CH2:2][CH2:3][CH2:4][CH2:5][CH2:6][CH2:7][CH2:8][CH2:9][CH2:10][CH2:11][CH2:12][CH2:13][CH2:14][CH2:15][CH2:16][CH2:17][CH3:18])[N:19]1[CH:20]([CH2:25][CH2:26][O:27][S:34]([c:31]2[cH:30][cH:29][c:28]([CH3:38])[cH:33][cH:32]2)(=[O:35])=[O:36])[CH2:21][CH2:22][CH2:23][CH2:24]1. Reactants: BrC1=NC(=C2N1C1=CC(=CC=C1N=C2C)F)C (1-Bromo-8-fluoro-3,4-dimethylimidazo[1,5-a]quinoxaline), CC1(NOC(=C1)C)B(O)O (3,5-dimethylisoxazolboronic acid), C(=O)([O-])[O-].[K+].[K+] (K2CO3). Reagents/catalysts: C=1C=CC(=CC1)[P](C=2C=CC=CC2)(C=3C=CC=CC3)[Pd]([P](C=4C=CC=CC4)(C=5C=CC=CC5)C=6C=CC=CC6)([P](C=7C=CC=CC7)(C=8C=CC=CC8)C=9C=CC=CC9)[P](C=1C=CC=CC1)(C=1C=CC=CC1)C=1C=CC=CC1 (Pd(PPh3)4). The product is CC1=NOC(=C1C1=NC(=C2N1C1=CC(=CC=C1N=C2C)F)C)C (1-(3,5-Dimethylisoxazol-4-yl)-8-fluoro-3,4-dimethylimidazo[1,5-a]quinoxaline). Isolated yield 77.3%. RXN SMILES: Br[C:2]1[N:6]2[C:7]3[C:12]([N:13]=[C:14]([CH3:15])[C:5]2=[C:4]([CH3:17])[N:3]=1)=[CH:11][CH:10]=[C:9]([F:16])[CH:8]=3.[CH3:18][C:19]1(B(O)O)[CH:23]=[C:22]([CH3:24])[O:21][NH:20]1.C([O-])([O-])=O.[K+].[K+]>C1C=CC([P]([Pd]([P](C2C=CC=CC=2)(C2C=CC=CC=2)C2C=CC=CC=2)([P](C2C=CC=CC=2)(C2C=CC=CC=2)C2C=CC=CC=2)[P](C2C=CC=CC=2)(C2C=CC=CC=2)C2C=CC=CC=2)(C2C=CC=CC=2)C2C=CC=CC=2)=CC=1>[CH3:18][C:19]1[C:23]([C:2]2[N:6]3[C:7]4[C:12]([N:13]=[C:14]([CH3:15])[C:5]3=[C:4]([CH3:17])[N:3]=2)=[CH:11][CH:10]=[C:9]([F:16])[CH:8]=4)=[C:22]([CH3:24])[O:21][N:20]=1 |f:2.3.4,^1:37,39,58,77|. Reported procedure: Following the general Suzuki coupling procedure, reaction of bromide 5A (75 mg, 0.25 mmol), 3,5-dimethylisoxazolboronic acid (178 mg, 1.25 mmol), K2CO3 (105 mg, 0.75 mmol) and Pd(PPh3)4 (5.8 mg, 0.005 mmol) provided the coupling product as a white powder (60 mg, 77% yield). EIMS 311.1 [M+H]+. Starting materials: CCOC(=O)Cc1nc(-c2ccc(C(F)(F)F)cc2)sc1CC, CI, CC(C)[N-]C(C)C, [Li+], C1CCOC1. Yields the product CCOC(=O)C(C)c1nc(-c2ccc(C(F)(F)F)cc2)sc1CC. RXN SMILES: [CH2:1]([CH3:2])[O:3][C:4]([CH2:5][c:6]1[n:7][c:8](-[c:13]2[cH:14][cH:15][c:16]([C:19]([F:20])([F:21])[F:22])[cH:17][cH:18]2)[s:9][c:10]1[CH2:11][CH3:12])=[O:23].[CH3:32][I:33].[CH:24]([N-:25][CH:26]([CH3:27])[CH3:28])([CH3:29])[CH3:30].[Li+:31].[O:34]1[CH2:35][CH2:36][CH2:37][CH2:38]1>>[CH2:1]([CH3:2])[O:3][C:4]([CH:5]([c:6]1[n:7][c:8](-[c:13]2[cH:14][cH:15][c:16]([C:19]([F:20])([F:21])[F:22])[cH:17][cH:18]2)[s:9][c:10]1[CH2:11][CH3:12])[CH3:24])=[O:23].